Dataset: the Open Reaction Database (ORD), a public repository of structured organic reaction records. Task: describe an organic reaction: reactants, conditions, products, and yield Reactants: CCO, CC(C)O, Cl, Cl, C1CCNCC1, CC(=O)c1c(-c2ccccc2)oc2ccccc12. Product: O=C(CCN1CCCCC1)c1c(-c2ccccc2)oc2ccccc12. RXN SMILES: [CH3:31][CH2:32][OH:33].[CH:27]([OH:28])([CH3:29])[CH3:30].[ClH:19].[ClH:26].[NH:20]1[CH2:21][CH2:22][CH2:23][CH2:24][CH2:25]1.[c:1]1(-[c:7]2[o:8][c:9]3[c:10]([c:11]2[C:12]([CH3:13])=[O:14])[cH:15][cH:16][cH:17][cH:18]3)[cH:2][cH:3][cH:4][cH:5][cH:6]1>>[c:1]1(-[c:7]2[o:8][c:9]3[c:10]([c:11]2[C:12]([CH2:13][CH2:27][N:20]2[CH2:21][CH2:22][CH2:23][CH2:24][CH2:25]2)=[O:14])[cH:15][cH:16][cH:17][cH:18]3)[cH:2][cH:3][cH:4][cH:5][cH:6]1. Product: COC(=O)c1ccc(Cc2ccccc2OC2OC(COC(C)=O)C(OC(C)=O)C(OC(C)=O)C2OC(C)=O)cc1. Reaction SMILES: [B:51]([F:52])([F:53])[F:54].[C:19]([O:20][CH:23]1[CH:24]([O:25][C:26]([CH3:27])=[O:28])[CH:29]([O:30][C:31]([CH3:32])=[O:33])[CH:34]([O:35][C:36]([CH3:37])=[O:38])[CH:39]([CH2:41][O:42][C:43]([CH3:44])=[O:45])[O:40]1)(=[O:21])[CH3:22].[CH2:46]([O:47][CH2:48][CH3:49])[CH3:50].[CH3:58][c:59]1[cH:60][cH:61][cH:62][cH:63][cH:64]1.[Cl:55][CH2:56][Cl:57].[OH:1][c:2]1[c:3]([CH2:4][c:5]2[cH:6][cH:7][c:8]([C:9](=[O:10])[O:11][CH3:12])[cH:13][cH:14]2)[cH:15][cH:16][cH:17][cH:18]1>>[O:1]([c:2]1[c:3]([CH2:4][c:5]2[cH:6][cH:7][c:8]([C:9](=[O:10])[O:11][CH3:12])[cH:13][cH:14]2)[cH:15][cH:16][cH:17][cH:18]1)[CH:23]1[CH:24]([O:25][C:26]([CH3:27])=[O:28])[CH:29]([O:30][C:31]([CH3:32])=[O:33])[CH:34]([O:35][C:36]([CH3:37])=[O:38])[CH:39]([CH2:41][O:42][C:43]([CH3:44])=[O:45])[O:40]1. Starting materials: FB(F)F, CC(=O)OCC1OC(OC(C)=O)C(OC(C)=O)C(OC(C)=O)C1OC(C)=O, CCOCC, Cc1ccccc1, ClCCl, COC(=O)c1ccc(Cc2ccccc2O)cc1. As a reaction SMILES: [Br-:13].[CH2:18]1[O:19][CH2:20][CH2:21][CH2:22]1.[CH3:14][Mg+:15].[Cl-:16].[Cl:1][c:2]1[c:3]([O:10][CH2:11][CH3:12])[cH:4][c:5]([CH:6]=[O:7])[cH:8][cH:9]1.[NH4+:17]>>[Cl:1][c:2]1[c:3]([O:10][CH2:11][CH3:12])[cH:4][c:5]([C:6](=[O:7])[CH3:14])[cH:8][cH:9]1. The product is CCOc1cc(C(C)=O)ccc1Cl. Starting materials: [Br-], C1CCOC1, C[Mg+], [Cl-], CCOc1cc(C=O)ccc1Cl, [NH4+]. The reactants are CCOC(=O)CP(=O)(OCC)OCC, Cc1nc2cccc(C=O)c2s1, [H-], [Na+], C1CCOC1, O. Product: CCOC(=O)C=Cc1cccc2nc(C)sc12. Reaction SMILES: [CH2:3]([O:4][P:5]([O:6][CH2:7][CH3:8])(=[O:9])[CH2:11][C:12](=[O:13])[O:14][CH2:15][CH3:16])[CH3:10].[CH3:17][c:18]1[s:19][c:20]2[c:21]([n:22]1)[cH:23][cH:24][cH:25][c:26]2[CH:27]=[O:28].[H-:1].[Na+:2].[O:30]1[CH2:31][CH2:32][CH2:33][CH2:34]1.[OH2:29]>>[CH:11]([C:12](=[O:13])[O:14][CH2:15][CH3:16])=[CH:27][c:26]1[c:20]2[s:19][c:18]([CH3:17])[n:22][c:21]2[cH:23][cH:24][cH:25]1. Starting materials: BrC1=CC=2N(N=CC2S1)C(C)=O (1-(5-bromo-thieno[3,2-c]pyrazol-1-yl)-ethanone), BrC1=CC=2N(N=CC2S1)C(C)=O (1-(5-bromo-thieno[3,2-c]pyrazol-1-yl)-ethanone), O1CCOCC1 (1,4-dioxane), C([O-])([O-])=O.[K+].[K+] (potassium carbonate). The solvent is C(C)(=O)OCC (ethyl acetate). Conditions: temperature 95 celsius, time 20 hour. Product: BrC1=CC=2NN=CC2S1 (5-bromo-1H-thieno[3,2-c]pyrazole). Yield: 95.3%. As a reaction SMILES: [Br:1][C:2]1[S:9][C:8]2[CH:7]=[N:6][N:5](C(=O)C)[C:4]=2[CH:3]=1.O1CCOCC1.C(=O)([O-])[O-].[K+].[K+]>C(OCC)(=O)C>[Br:1][C:2]1[S:9][C:8]2[CH:7]=[N:6][NH:5][C:4]=2[CH:3]=1 |f:2.3.4|. Procedure: A mixture of 1-(5-bromo-thieno[3,2-c]pyrazol-1-yl)-ethanone [12.0 g, 49.0 mmol Intermediate (51)], 1,4-dioxane (120 mL), and 2 M aqueous potassium carbonate (80.0 mL) was stirred at 95° C. under nitrogen. After 20 hours, the reaction mixture was cooled to room temperature and then diluted with ethyl acetate (200 mL). The mixture was washed twice with water (100 mL) and brine (100 mL) successively, dried over magnesium sulfate, and concentrated in vacuo. The product was dried under vacuum to give...